From a dataset of the Open Reaction Database (ORD), a public repository of structured organic reaction records. describe an organic reaction: reactants, conditions, products, and yield Reactants: BrC(C(C1=CC2=CC=C(C=C2C=C1)OC)(OC)OC)C (2-bromo-1,1-dimethoxy-1-(6-methoxy-2-naphthyl)-propane), C([O-])([O-])=O.[Ca+2] (calcium carbonate), CN(C=O)C (N,N-dimethylformamide), O (water). Solvent: C(C)OCC (diethyl ether). Run at temperature 25 celsius, time 7 hour. The product is COC=1C=C2C=CC(=CC2=CC1)C(C(=O)O)C (2-(6-methoxy-2-naphthyl)-propionic acid). The yield is 95.0%. As a reaction SMILES: Br[CH:2](C)[C:3](OC)(OC)[C:4]1[CH:13]=[CH:12][C:11]2[C:6](=[CH:7][CH:8]=[C:9]([O:14][CH3:15])[CH:10]=2)[CH:5]=1.[C:21](=O)([O-:23])[O-:22].[Ca+2].CN(C)C=O.O>C(OCC)C>[CH3:15][O:14][C:9]1[CH:10]=[C:11]2[C:6](=[CH:7][CH:8]=1)[CH:5]=[C:4]([CH:3]([CH3:2])[C:21]([OH:23])=[O:22])[CH:13]=[CH:12]2 |f:1.2|. Procedure details: A mixture of 2-bromo-1,1-dimethoxy-1-(6-methoxy-2-naphthyl)-propane (3.39 g; 10 mmol), calcium carbonate (1 g; 10 mmol), N,N-dimethylformamide (12 g) and of water (8 g) is heated at reflux under stirring for 7 h. The mixture is cooled to 25° C., added with diethyl ether (100 ml) and the insoluble is filtered. The resulting solution is washed with water and the solvent is removed in vacuo. The residue is added with 30% sodium hydroxide aqueous solution (10 ml) and with methanol (30 ml). The react... The reactants are C(=O)([O-])[O-].[K+].[K+] (K2CO3), 1,1-bis(di-tert-butylphosphino)ferrocene palladium dichloride, N1(CCC1)C1=CC=C(C(=N1)CN1C(O[C@@H]([C@@H]1C)C1=CC(=CC(=C1)C(F)(F)F)C(F)(F)F)=O)C1=C(C=CC(=C1)I)OC ((4S,5R)-3-{[6-azetidin-1-yl-3-(5-iodo-2-methoxyphenyl)pyridin-2-yl]methyl}-5-[3,5-bis(trifluoromethyl)phenyl]-4-methyl-1,3-oxazolidin-2-one), COC(=O)C1=CC=C(O1)B(O)O ([5-(methoxycarbonyl)-2-furyl]boronic acid), N#N (N2). Solvent: O (water), C1CCOC1 (THF). Run at temperature 25 celsius, time 8 hour. The product is N1(CCC1)C1=CC=C(C(=N1)CN1C(O[C@@H]([C@@H]1C)C1=CC(=CC(=C1)C(F)(F)F)C(F)(F)F)=O)C=1C=C(C=CC1OC)C1=CC=C(O1)C(=O)OC (methyl 5-{3-[6-azetidin-1-yl-2-({(4S,5R)-5-[3,5-bis(trifluoromethyl)phenyl]-4-methyl-2-oxo-1,3-oxazolidin-3-yl}methyl)pyridin-3-yl]-4-methoxyphenyl}-2-furoate). Reaction SMILES: [N:1]1([C:5]2[N:10]=[C:9]([CH2:11][N:12]3[C@@H:16]([CH3:17])[C@@H:15]([C:18]4[CH:23]=[C:22]([C:24]([F:27])([F:26])[F:25])[CH:21]=[C:20]([C:28]([F:31])([F:30])[F:29])[CH:19]=4)[O:14][C:13]3=[O:32])[C:8]([C:33]3[CH:38]=[C:37](I)[CH:36]=[CH:35][C:34]=3[O:40][CH3:41])=[CH:7][CH:6]=2)[CH2:4][CH2:3][CH2:2]1.[CH3:42][O:43][C:44]([C:46]1[O:50][C:49](B(O)O)=[CH:48][CH:47]=1)=[O:45].N#N.C([O-])([O-])=O.[K+].[K+]>C1COCC1.O>[N:1]1([C:5]2[N:10]=[C:9]([CH2:11][N:12]3[C@@H:16]([CH3:17])[C@@H:15]([C:18]4[CH:23]=[C:22]([C:24]([F:27])([F:26])[F:25])[CH:21]=[C:20]([C:28]([F:31])([F:30])[F:29])[CH:19]=4)[O:14][C:13]3=[O:32])[C:8]([C:33]3[CH:38]=[C:37]([C:49]4[O:50][C:46]([C:44]([O:43][CH3:42])=[O:45])=[CH:47][CH:48]=4)[CH:36]=[CH:35][C:34]=3[O:40][CH3:41])=[CH:7][CH:6]=2)[CH2:4][CH2:3][CH2:2]1 |f:3.4.5|. Procedure: A solution of (4S,5R)-3-{[6-azetidin-1-yl-3-(5-iodo-2-methoxyphenyl)pyridin-2-yl]methyl}-5-[3,5-bis(trifluoromethyl)phenyl]-4-methyl-1,3-oxazolidin-2-one (20 mg, 0.029 mmol) and [5-(methoxycarbonyl)-2-furyl]boronic acid (14.75 mg, 0.087 mmol) in THF (0.5 mL) was degassed with N2 at 25° C. 1N K2CO3 (0.5 mL) was added followed by 1,1-bis(di-tert-butylphosphino)ferrocene palladium dichloride (1.885 mg, 2.89 μmol) and the reaction was stirred vigorously at 25° C. under N2 overnight. The reaction was... Starting materials: NC=1C=C(C=CC1)CCC1=CC(=NC=C1)NC(OC(C)(C)C)=O (tert-butyl {4-[2-(3-aminophenyl)ethyl]pyridin-2-yl}carbamate), resultant mixture, ClC1=NC=C(C(=N1)Cl)F (2,4-dichloro-5-fluoropyrimidine), C([O-])([O-])=O.[K+].[K+] (potassium carbonate). Run in CN(C=O)C (N,N-dimethylformamide). Product: ClC1=NC=C(C(=N1)NC=1C=C(C=CC1)CCC1=CC(=NC=C1)NC(OC(C)(C)C)=O)F (tert-Butyl [4-(2-{3-[(2-chloro-5-fluoropyrimidin-4-yl)amino]phenyl}ethyl)pyridin-2-yl]carbamate). Yield: 41.1%. RXN SMILES: [NH2:1][C:2]1[CH:3]=[C:4]([CH2:8][CH2:9][C:10]2[CH:15]=[CH:14][N:13]=[C:12]([NH:16][C:17](=[O:23])[O:18][C:19]([CH3:22])([CH3:21])[CH3:20])[CH:11]=2)[CH:5]=[CH:6][CH:7]=1.[Cl:24][C:25]1[N:30]=[C:29](Cl)[C:28]([F:32])=[CH:27][N:26]=1.C(=O)([O-])[O-].[K+].[K+]>CN(C)C=O>[Cl:24][C:25]1[N:30]=[C:29]([NH:1][C:2]2[CH:3]=[C:4]([CH2:8][CH2:9][C:10]3[CH:15]=[CH:14][N:13]=[C:12]([NH:16][C:17](=[O:23])[O:18][C:19]([CH3:20])([CH3:22])[CH3:21])[CH:11]=3)[CH:5]=[CH:6][CH:7]=2)[C:28]([F:32])=[CH:27][N:26]=1 |f:2.3.4|. Reported procedure: To a solution of tert-butyl {4-[2-(3-aminophenyl)ethyl]pyridin-2-yl}carbamate (160 mg, 0.51 mmol) (prepared in Example C15, step C) and 2,4-dichloro-5-fluoropyrimidine (89.5 mg, 0.54 mmol) in N,N-dimethylformamide (2.3 mL) was added potassium carbonate (212 mg, 1.53 mmol). The resultant mixture was stirred overnight at room temperature. The reaction mixture was filtered first to remove K2CO3, followed by quenching with water. EtOAc was added and the layers were separated. The aqueous layer was e... Reactants: Cl.N[C@H]1CC[C@H](CC1)C(=O)NC(C)C (cis-4-amino-N-isopropylcyclohexanecarboxamide hydrochloride), CCN(C(C)C)C(C)C (DIPEA), FC=1C=C(OCCN2CCCCC2)C=CC1[N+](=O)[O-] (1-(2-(3-fluoro-4-nitrophenoxy)ethyl)piperidine), Cl.N[C@H]1CC[C@H](CC1)C(=O)NC(C)C (cis-4-amino-N-isopropylcyclohexanecarboxamide hydrochloride), CCN(C(C)C)C(C)C (DIPEA). Solvent: C(Cl)Cl (DCM), C(C)#N (ACN). Run at temperature 80 celsius. Yields the product C(C)(C)NC(=O)[C@@H]1CC[C@@H](CC1)NC1=C(C=CC(=C1)OCCN1CCCCC1)[N+](=O)[O-] (cis-N-isopropyl-4-(2-nitro-5-(2-(piperidin-1-yl)ethoxy)phenylamino)cyclohexanecarboxamide). RXN SMILES: F[C:2]1[CH:3]=[C:4]([CH:14]=[CH:15][C:16]=1[N+:17]([O-:19])=[O:18])[O:5][CH2:6][CH2:7][N:8]1[CH2:13][CH2:12][CH2:11][CH2:10][CH2:9]1.Cl.[NH2:21][C@@H:22]1[CH2:27][CH2:26][C@H:25]([C:28]([NH:30][CH:31]([CH3:33])[CH3:32])=[O:29])[CH2:24][CH2:23]1.CCN(C(C)C)C(C)C>C(#N)C.C(Cl)Cl>[CH:31]([NH:30][C:28]([C@H:25]1[CH2:24][CH2:23][C@@H:22]([NH:21][C:2]2[CH:3]=[C:4]([O:5][CH2:6][CH2:7][N:8]3[CH2:13][CH2:12][CH2:11][CH2:10][CH2:9]3)[CH:14]=[CH:15][C:16]=2[N+:17]([O-:19])=[O:18])[CH2:27][CH2:26]1)=[O:29])([CH3:33])[CH3:32] |f:1.2|. Reported procedure: To a solution of 1-(2-(3-fluoro-4-nitrophenoxy)ethyl)piperidine (220 mg, 0.820 mmol) and cis-4-amino-N-isopropylcyclohexanecarboxamide hydrochloride (190 mg, 0.861 mmol) in ACN (0.8 mL) was added DIPEA (0.301 mL, 1.722 mmol). The mixture was heated at 80° C. in a sealed tube for 14 hours, and then additional cis-4-amino-N-isopropylcyclohexanecarboxamide hydrochloride (38 mg, 0.172 mmol) and DIPEA (0.100 mL, 0.574 mmol) were added. The resulting mixture was heated an additional 24 hours. The mixt... The reactants are Cl.NO (Hydroxylamine hydrochloride), N1=CC=CC=C1 (pyridine), C(=O)C1=CC=C(S1)C(=O)OC (methyl 5-formylthiophene-2-carboxylate). The solvent is CCO (EtOH). Product: ON=CC1=CC=C(S1)C(=O)OC (methyl 5-((hydroxyimino)methyl)thiophene-2-carboxylate). The yield is 57.9%. As a reaction SMILES: Cl.[NH2:2][OH:3].N1C=CC=CC=1.[CH:10]([C:12]1[S:16][C:15]([C:17]([O:19][CH3:20])=[O:18])=[CH:14][CH:13]=1)=O>CCO>[OH:3][N:2]=[CH:10][C:12]1[S:16][C:15]([C:17]([O:19][CH3:20])=[O:18])=[CH:14][CH:13]=1 |f:0.1|. Procedure details: Hydroxylamine hydrochloride (420 mg, 6.1 mmol) and pyridine (0.5 mL) were added to a solution of methyl 5-formylthiophene-2-carboxylate (690 mg, 4.1 mmol) in EtOH (25 mL). The reaction mixture was refluxed for 3 h, cooled to room temperature and concentrated under reduced pressure. The residue was dissolved in diethyl ether, the organic layer was washed with water and brine, and dried over anhydrous sodium sulfate. The solvent was removed under reduced pressure to get product methyl 5-((hydroxyi... Starting materials: [Br-], CCOCC, CC[Mg+], CC(C)(C)OC(=O)c1ccc(C=O)cc1, [Cl-], [Cu]I, N, [NH4+], O. Yields the product CCC(N)c1ccc(C(=O)OC(C)(C)C)cc1, Cl. RXN SMILES: [Br-:1].[CH2:24]([O:25][CH2:26][CH3:27])[CH3:28].[CH2:2]([CH3:3])[Mg+:4].[CH:5](=[O:6])[c:7]1[cH:8][cH:9][c:10]([C:11](=[O:12])[O:13][C:14]([CH3:15])([CH3:16])[CH3:17])[cH:18][cH:19]1.[Cl-:20].[Cu:29][I:30].[NH3:23].[NH4+:21].[OH2:22]>>[CH2:2]([CH3:3])[CH:5]([c:7]1[cH:8][cH:9][c:10]([C:11](=[O:12])[O:13][C:14]([CH3:15])([CH3:16])[CH3:17])[cH:18][cH:19]1)[NH2:21].[ClH:20]. The reactants are [Li+].[OH-] (LiOH), Cl.ClCC=1C(=NC2=CC=C(C=C2C1)OCC)NCCNC(C)=O (N-(2-(3-(chloromethyl)-6-ethoxyquinolin-2-ylamino)ethyl)acetamide hydrochloride), 44092, COC=1C=C2C=C(N=C(C2=CC1OC)CCC)O (6,7-dimethoxy-1-propylisoquinolin-3-ol), 35134. The solvent is C(Cl)Cl (CH2Cl2), C1CCOC1 (THF). Conditions: temperature 160 celsius, time 1.5 hour. Product: C(C)OC=1C=C2C=C(C(=NC2=CC1)NCCNC(C)=O)CC1=C(N=C(C2=CC(=C(C=C12)OC)OC)CCC)O (N-(2-(6-ethoxy-3-((3-hydroxy-6,7-dimethoxy-1-propylisoquinolin-4-yl)methyl)quinolin-2-ylamino)ethyl)acetamide). Reaction SMILES: Cl.Cl[CH2:3][C:4]1[C:5]([NH:17][CH2:18][CH2:19][NH:20][C:21](=[O:23])[CH3:22])=[N:6][C:7]2[C:12]([CH:13]=1)=[CH:11][C:10]([O:14][CH2:15][CH3:16])=[CH:9][CH:8]=2.[CH3:24][O:25][C:26]1[CH:27]=[C:28]2[C:33](=[CH:34][C:35]=1[O:36][CH3:37])[C:32]([CH2:38][CH2:39][CH3:40])=[N:31][C:30]([OH:41])=[CH:29]2.[Li+].[OH-]>C1COCC1.C(Cl)Cl>[CH2:15]([O:14][C:10]1[CH:11]=[C:12]2[C:7](=[CH:8][CH:9]=1)[N:6]=[C:5]([NH:17][CH2:18][CH2:19][NH:20][C:21](=[O:23])[CH3:22])[C:4]([CH2:3][C:29]1[C:28]3[C:33](=[CH:34][C:35]([O:36][CH3:37])=[C:26]([O:25][CH3:24])[CH:27]=3)[C:32]([CH2:38][CH2:39][CH3:40])=[N:31][C:30]=1[OH:41])=[CH:13]2)[CH3:16] |f:0.1,3.4|. Procedure: To a stirred solution of N-(2-(3-(chloromethyl)-6-ethoxyquinolin-2-ylamino)ethyl)acetamide hydrochloride SMA 44092 (231 mg, 0.65 mmol) in THF (10 mL) in a 20 mL microwave vial equipped with a magnetic stirrer was added 6,7-dimethoxy-1-propylisoquinolin-3-ol RBO 35134 (159 mg, 0.65 mmol) followed by a 2 N aq. LiOH solution (0.65 mL, 1.29 mmol) and the mixture was stirred at 160° C. for 1.5 h under microwave irradiation. After cooling to RT, the mixture was diluted with CH2Cl2:MeOH=9:1 (150 mL) an...